From a dataset of the Open Reaction Database (ORD), a public repository of structured organic reaction records. describe an organic reaction: reactants, conditions, products, and yield Starting materials: CC(=O)[O-], CCO, Cl, NO, [Na+], O, O=C1CCC(c2ccccc2)CC1. Yields the product ON=C1CCC(c2ccccc2)CC1. As a reaction SMILES: [CH3:18][C:19](=[O:20])[O-:21].[CH3:22][CH2:23][OH:24].[ClH:14].[NH2:15][OH:16].[Na+:17].[OH2:25].[c:1]1([CH:7]2[CH2:8][CH2:9][C:10](=[O:13])[CH2:11][CH2:12]2)[cH:2][cH:3][cH:4][cH:5][cH:6]1>>[c:1]1([CH:7]2[CH2:8][CH2:9][C:10](=[N:15][OH:16])[CH2:11][CH2:12]2)[cH:2][cH:3][cH:4][cH:5][cH:6]1. Reactants: Cl.C(CC)(OC)=N (methyl propionimidate hydrochloride), C(C(=O)O)(=O)O.NC(C(=O)OCC)C#N (ethyl 2-amino-2-cyanoacetate oxalate), C(C)(=O)[O-].[Na+] (sodium acetate). Solvent: C(C)O (ethanol). Run at time 18 hour. Product: NC=1N=C(NC1C(=O)OCC)CCC (Ethyl 4-amino-2-propylimidazole-5-carboxylate). The yield is 74.7%. As a reaction SMILES: Cl.[C:2](=[NH:7])(OC)[CH2:3][CH3:4].[C:8](O)(=O)C(O)=O.[NH2:14][CH:15]([C:21]#[N:22])[C:16]([O:18][CH2:19][CH3:20])=[O:17].C([O-])(=O)C.[Na+]>C(O)C>[NH2:22][C:21]1[N:7]=[C:2]([CH2:3][CH2:4][CH3:8])[NH:14][C:15]=1[C:16]([O:18][CH2:19][CH3:20])=[O:17] |f:0.1,2.3,4.5|. Procedure: A mixture of methyl propionimidate hydrochloride (4.8 g), ethyl 2-amino-2-cyanoacetate oxalate (4.0 g), anhydrous sodium acetate (9.1 g), and absolute ethanol (75 mL) was stirred at room temperature for 18 hours. Solids were removed by filtration and the filtrate was evaporated. The residue was partitioned between ethyl acetate and water. The ethyl acetate layer was washed with saturated NaCl, dried over MgSo4, and evaporated. Flash chromatography on silica gel, eluting with a gradient of dichlo...